Task: describe an organic reaction: reactants, conditions, products, and yield. Dataset: the Open Reaction Database (ORD), a public repository of structured organic reaction records Reactants: C1CCOC1, [Li]CCCC, CON(C)C(=O)c1cccc(OC(F)(F)F)c1, Cn1cnnn1, Cl, O. Yields the product Cn1nnnc1C(=O)c1cccc(OC(F)(F)F)c1. As a reaction SMILES: [CH2:30]1[O:31][CH2:32][CH2:33][CH2:34]1.[CH2:7]([Li:8])[CH2:9][CH2:10][CH3:11].[CH3:12][O:13][N:14]([C:15]([c:16]1[cH:17][c:18]([O:22][C:23]([F:24])([F:25])[F:26])[cH:19][cH:20][cH:21]1)=[O:27])[CH3:28].[CH3:1][n:2]1[n:3][n:4][n:5][cH:6]1.[ClH:29].[OH2:35]>>[CH3:1][n:2]1[n:3][n:4][n:5][c:6]1[C:15]([c:16]1[cH:17][c:18]([O:22][C:23]([F:24])([F:25])[F:26])[cH:19][cH:20][cH:21]1)=[O:27]. Starting materials: FC(C(=O)NC1=C(C=CC(=C1)OC)I)(F)F (2,2,2-trifluoro-N-(2-iodo-5-methoxyphenyl)acetamide), O1C=C(C=C1)C#C[Si](C)(C)C (furan-3-ylethynyltrimethylsilane), C([O-])([O-])=O.[K+].[K+] (potassium carbonate), [F-].C(CCC)[N+](CCCC)(CCCC)CCCC (tetrabutylammonium fluoride). The reagents and catalysts are [Pd](Cl)Cl.C1(=CC=CC=C1)P(C1=CC=CC=C1)C1=CC=CC=C1.C1(=CC=CC=C1)P(C1=CC=CC=C1)C1=CC=CC=C1 (bis(triphenylphosphine) palladium(II) dichloride), [Cu]I (copper(I) iodide). The solvent is C(C)#N (acetonitrile), C(C)N(CC)CC (triethylamine), O1CCCC1 (tetrahydrofuran), [Cl-].[Na+].O (brine). Reaction conditions: temperature 50 celsius, time 1 hour. Product: O1C=C(C=C1)C=1NC2=CC(=CC=C2C1)OC (2-Furan-3-yl-6-methoxy-1H-indole). Yield: 68.3%. RXN SMILES: FC(F)(F)C([NH:5][C:6]1[CH:11]=[C:10]([O:12][CH3:13])[CH:9]=[CH:8][C:7]=1I)=O.[O:17]1[CH:21]=[CH:20][C:19]([C:22]#[C:23][Si](C)(C)C)=[CH:18]1.[F-].C([N+](CCCC)(CCCC)CCCC)CCC.C(=O)([O-])[O-].[K+].[K+]>O1CCCC1.[Cl-].[Na+].O.[Pd](Cl)Cl.C1(P(C2C=CC=CC=2)C2C=CC=CC=2)C=CC=CC=1.C1(P(C2C=CC=CC=2)C2C=CC=CC=2)C=CC=CC=1.[Cu]I.C(#N)C.C(N(CC)CC)C>[O:17]1[CH:21]=[CH:20][C:19]([C:22]2[NH:5][C:6]3[C:7]([CH:23]=2)=[CH:8][CH:9]=[C:10]([O:12][CH3:13])[CH:11]=3)=[CH:18]1 |f:2.3,4.5.6,8.9.10,11.12.13|. Reported procedure: To a mixture of 2,2,2-trifluoro-N-(2-iodo-5-methoxyphenyl)acetamide (1.00 g), furan-3-ylethynyltrimethylsilane (714 mg), bis(triphenylphosphine) palladium(II) dichloride (61 mg), copper(I) iodide (33 mg), triethylamine (0.81 mL), and acetonitrile (15 mL) was added tetrabutylammonium fluoride in tetrahydrofuran solution (1 mol/L, 4.4 mL) at 50° C. This mixture was stirred at 50° C. for 1 hour. Then, potassium carbonate (801 mg) was added thereto, followed by stirring at 50° C. overnight. To the r... Starting materials: CN(CCOC1=CC=C(C=O)C=C1)C1=NC=NC=C1 (4-[2-(methylpyrimidin-4-yl-amino)-ethoxy]-benzaldehyde), C1(=CC=CC=C1)C (toluene), S1C(NC(C1)=O)=O (2,4-thiazolidinedione), N1CCCCC1 (piperidine), C(C)(=O)O (acetic acid). Product: CN(CCOC1=CC=C(C=C2C(NC(S2)=O)=O)C=C1)C1=NC=NC=C1 (5-{4-[2-(methylpyrimidin-4-yl-amino)-ethoxy]-benzylidene}-thiazolidine-2,4-dione). Reaction SMILES: [CH3:1][N:2]([C:14]1[CH:19]=[CH:18][N:17]=[CH:16][N:15]=1)[CH2:3][CH2:4][O:5][C:6]1[CH:13]=[CH:12][C:9]([CH:10]=O)=[CH:8][CH:7]=1.C1(C)C=CC=CC=1.[S:27]1[CH2:31][C:30](=[O:32])[NH:29][C:28]1=[O:33].N1CCCCC1.C(O)(=O)C>>[CH3:1][N:2]([C:14]1[CH:19]=[CH:18][N:17]=[CH:16][N:15]=1)[CH2:3][CH2:4][O:5][C:6]1[CH:13]=[CH:12][C:9]([CH:10]=[C:31]2[S:27][C:28](=[O:33])[NH:29][C:30]2=[O:32])=[CH:8][CH:7]=1. Procedure details: To 2.3 g (8 mmol) 4-[2-(methylpyrimidin-4-yl-amino)-ethoxy]-benzaldehyde in 40 ml toluene 1.06 g (8.9 mmol) of 90% 2,4-thiazolidinedione is added. Then, 0.06 ml (0.78 mmol) piperidine and 0.044 ml (0.78 mmol) acetic acid are further added thereto. The mixture is heated to reflux for 5 h while separating the water that is formed with a Dean-Stark apparatus. Yields the product ClC1=C(CCCC1)C#N (2-Chloro-cyclohex-1-enecarbonitrile). Isolated yield 60.9%. The solvent is O (water). Reaction SMILES: O=P(Cl)(Cl)Cl.C[N:7]([CH:9]=O)C.[C:11]1(=O)[CH2:16][CH2:15][CH2:14][CH2:13][CH2:12]1.[ClH:18].NO>O>[Cl:18][C:11]1[CH2:16][CH2:15][CH2:14][CH2:13][C:12]=1[C:9]#[N:7] |f:3.4|. Run at temperature 50 celsius, time 1 hour. Reactants: Cl.NO (hydroxylamine hydrochloride), O=P(Cl)(Cl)Cl (POCl3), CN(C)C=O (DMF), C1(CCCCC1)=O (cyclohexanone). Procedure details: To a stirring solution of POCl3 (15.20 mL, 163 mmol) at 0° C. was added DMF (13.40 mL, 173 mmol) drop-wise. Monitoring internal temperature, cyclohexanone (10.60 mL, 102 mmol) was slowly added, keeping the temperature between 35 and 40° C. Upon complete addition, the reaction was heated to 50° C. and hydroxylamine hydrochloride (40 g, 576 mmol) was added in eight portions, cooling when necessary to control the exothermic reaction. Upon completing this addition, ice was added to the reaction, fol...